Dataset: the Open Reaction Database (ORD), a public repository of structured organic reaction records. Task: describe an organic reaction: reactants, conditions, products, and yield Starting materials: ClC1=NC(=C2N=C(N(C2=N1)C)OC1CN(C1)C(=O)OC(C)(C)C)N1CCOCC1 (tert-butyl 3-(2-chloro-9-methyl-6-morpholino-9H-purin-8-yloxy)azetidine-1-carboxylate), C(C)C1=NC2=C(N1C1=NC(=C3N=C(N(C3=N1)C)OC1CCNCC1)N1CCOCC1)C=CC=C2 (4-(2-(2-ethyl-1H-benzo[d]imidazol-1-yl)-9-methyl-8-(piperidin-4-yloxy)-9H-purin-6-yl)morpholine), FC(C(=O)O)(F)F (trifluoroacetic acid). Yields the product N1CC(C1)OC=1N(C2=NC(=NC(=C2N1)N1CCOCC1)N1C(=NC2=C1C=CC=C2)C(C)C)C (4-(8-(azetidin-3-yloxy)-2-(2-isopropyl-1H-benzo[d]imidazol-1-yl)-9-methyl-9H-purin-6-yl)morpholine). As a reaction SMILES: Cl[C:2]1[N:10]=[C:9]2[C:5]([N:6]=[C:7]([O:12][CH:13]3[CH2:16][N:15](C(OC(C)(C)C)=O)[CH2:14]3)[N:8]2[CH3:11])=[C:4]([N:24]2[CH2:29][CH2:28][O:27][CH2:26][CH2:25]2)[N:3]=1.[CH2:30]([C:32]1[N:36](C2N=C3C(N=C(OC4CCNCC4)N3C)=C(N3CCOCC3)N=2)[C:35]2[CH:60]=[CH:61][CH:62]=[CH:63][C:34]=2[N:33]=1)[CH3:31].F[C:65](F)(F)C(O)=O>>[NH:15]1[CH2:14][CH:13]([O:12][C:7]2[N:8]([CH3:11])[C:9]3[C:5]([N:6]=2)=[C:4]([N:24]2[CH2:25][CH2:26][O:27][CH2:28][CH2:29]2)[N:3]=[C:2]([N:36]2[C:35]4[CH:60]=[CH:61][CH:62]=[CH:63][C:34]=4[N:33]=[C:32]2[CH:30]([CH3:31])[CH3:65])[N:10]=3)[CH2:16]1. Procedure: The compound was prepared from tert-butyl 3-(2-chloro-9-methyl-6-morpholino-9H-purin-8-yloxy)azetidine-1-carboxylate in a similar manner as that of 4-(2-(2-ethyl-1H-benzo[d]imidazol-1-yl)-9-methyl-8-(piperidin-4-yloxy)-9H-purin-6-yl)morpholine, following General Procedures of Buchwald coupling shown in Scheme 3 and Boc-deprotection. The compound was either used either as a mixture with unknown equivalent of trifluoroacetic acid or as a free base after treatment with aqueous base. LCMS: M+H+=449....